This data is from the Open Reaction Database (ORD), a public repository of structured organic reaction records. The task is: describe an organic reaction: reactants, conditions, products, and yield The reactants are Cn1c(=O)c2[nH]c(Br)nc2n(C)c1=O, O=C([O-])[O-], CS(C)=O, CCO, Fc1cccc(Cl)c1CBr, [K+], [K+], [K], O. The product is Cn1c(=O)c2c(nc(Br)n2Cc2c(F)cccc2Cl)n(C)c1=O. RXN SMILES: [Br:1][c:2]1[n:3][c:4]2[n:5]([CH3:14])[c:6](=[O:13])[n:7]([CH3:8])[c:9](=[O:12])[c:10]2[nH:11]1.[C:15](=[O:16])([O-:17])[O-:18].[CH3:33][S:34]([CH3:35])=[O:36].[CH3:37][CH2:38][OH:39].[Cl:21][c:22]1[c:23]([CH2:24][Br:25])[c:26]([F:30])[cH:27][cH:28][cH:29]1.[K+:19].[K+:20].[K:31].[OH2:32]>>[Br:1][c:2]1[n:3][c:4]2[n:5]([CH3:14])[c:6](=[O:13])[n:7]([CH3:8])[c:9](=[O:12])[c:10]2[n:11]1[CH2:24][c:23]1[c:22]([Cl:21])[cH:29][cH:28][cH:27][c:26]1[F:30]. Product: CC(CC#N)c1ccc(N2CCN(C)CC2)cc1. Reaction SMILES: [C:1](#[N:2])[CH:3]([C:4]([O:5][CH3:6])=[O:7])[CH:8]([CH3:9])[c:10]1[cH:11][cH:12][c:13]([N:16]2[CH2:17][CH2:18][N:19]([CH3:22])[CH2:20][CH2:21]2)[cH:14][cH:15]1.[CH3:25][S:26]([CH3:27])=[O:28].[Cl-:24].[Na+:23].[OH2:29]>>[C:1](#[N:2])[CH2:3][CH:8]([CH3:9])[c:10]1[cH:11][cH:12][c:13]([N:16]2[CH2:17][CH2:18][N:19]([CH3:22])[CH2:20][CH2:21]2)[cH:14][cH:15]1. Starting materials: COC(=O)C(C#N)C(C)c1ccc(N2CCN(C)CC2)cc1, CS(C)=O, [Cl-], [Na+], O. The reactants are NC(=O)CCC(=O)NBr, O=C(OOC(=O)c1ccccc1)c1ccccc1, ClC(Cl)(Cl)Cl, COC(=O)c1c(C)cc(Cl)cc1C(F)(F)F. The product is COC(=O)c1c(CBr)cc(Cl)cc1C(F)(F)F. Reaction SMILES: [Br:17][NH:18][C:19](=[O:20])[CH2:21][CH2:22][C:23]([NH2:24])=[O:25].[C:26]([O:27][O:28][C:29](=[O:30])[c:31]1[cH:32][cH:33][cH:34][cH:35][cH:36]1)(=[O:37])[c:38]1[cH:39][cH:40][cH:41][cH:42][cH:43]1.[C:44]([Cl:45])([Cl:46])([Cl:47])[Cl:48].[CH3:1][O:2][C:3]([c:4]1[c:5]([C:12]([F:13])([F:14])[F:15])[cH:6][c:7]([Cl:11])[cH:8][c:9]1[CH3:10])=[O:16]>>[CH3:1][O:2][C:3]([c:4]1[c:5]([C:12]([F:13])([F:14])[F:15])[cH:6][c:7]([Cl:11])[cH:8][c:9]1[CH2:10][Br:17])=[O:16]. Reactants: O1C(OCC1)CN1C(C=C(C2=CC=CC=C12)C)=O (1-(1,3-dioxolan-2-ylmethyl)-4-methylquinolin-2(1H)-one), C(O)([O-])=O.[Na+] (sodium hydrogen carbonate). The product is CC1=CC(N(C2=CC=CC=C12)CC=O)=O ((4-methyl-2-oxoquinolin-1(2H)-yl)acetaldehyde). Procedure: 0.74 g of 1-(1,3-dioxolan-2-ylmethyl)-4-methylquinolin-2(1H)-one was dissolved in 6 mL of 67% aqueous trifluoroacetic acid solution, and stirred at room temperature for 15.5 hours, at 40° C. for 9.5 hours, further at room temperature for 15 hours. After the reaction mixture was alkalized by adding aqueous saturated sodium hydrogen carbonate solution, it was extracted with ethyl acetate. The organic layer was washed with aqueous saturated sodium chloride solution, dried over anhydrous magnesium s... Solvent: FC(C(=O)O)(F)F (trifluoroacetic acid). Conditions: temperature 40 celsius, time 15 hour. Reaction SMILES: [O:1]1CCO[CH:2]1[CH2:6][N:7]1[C:16]2[C:11](=[CH:12][CH:13]=[CH:14][CH:15]=2)[C:10]([CH3:17])=[CH:9][C:8]1=[O:18].C(=O)([O-])O.[Na+]>FC(F)(F)C(O)=O>[CH3:17][C:10]1[C:11]2[C:16](=[CH:15][CH:14]=[CH:13][CH:12]=2)[N:7]([CH2:6][CH:2]=[O:1])[C:8](=[O:18])[CH:9]=1 |f:1.2|. Reactants: BrC=1C=C2C(=C(C=NC2=CC1)[N+](=O)[O-])NCC(C)(O)C (1-[(6-Bromo-3-nitroquinolin-4-yl)amino]-2-methylpropan-2-ol), C(C)(C)O (isopropanol). Reagents/catalysts: [Pt] (platinum on carbon). Solvent: C1(=CC=CC=C1)C (toluene), C1(=CC=CC=C1)C (toluene). Run at time 72 hour. Yields the product NC=1C=NC2=CC=C(C=C2C1NCC(C)(O)C)Br (1-[(3-amino-6-bromoquinolin-4-yl)amino]-2-methylpropan-2-ol). RXN SMILES: [Br:1][C:2]1[CH:3]=[C:4]2[C:9](=[CH:10][CH:11]=1)[N:8]=[CH:7][C:6]([N+:12]([O-])=O)=[C:5]2[NH:15][CH2:16][C:17]([CH3:20])([OH:19])[CH3:18].C(O)(C)C>[Pt].C1(C)C=CC=CC=1>[NH2:12][C:6]1[CH:7]=[N:8][C:9]2[C:4]([C:5]=1[NH:15][CH2:16][C:17]([CH3:18])([OH:19])[CH3:20])=[CH:3][C:2]([Br:1])=[CH:11][CH:10]=2. Reported procedure: 1-[(6-Bromo-3-nitroquinolin-4-yl)amino]-2-methylpropan-2-ol (17.2 g, 50.5 mmol), toluene (150 mL) and isopropanol (20 mL) were added to a Parr flask containing 5% platinum on carbon (1.7 g) wetted with toluene. The flask was evacuated three times, charged with hydrogen to 30 psi, and shaken for 72 hours. The reaction mixture was filtered through a pad of CELITE filter agent. The CELITE was washed with several portions of dichloromethane followed by methanol. The filtrate was concentrated to prov...